From a dataset of the Open Reaction Database (ORD), a public repository of structured organic reaction records. describe an organic reaction: reactants, conditions, products, and yield The reactants are N1CCC2=CC=CC=C12 (2,3-dihydro-1H-indole), ClC=1C=C(C(=O)O)C=CN1 (2-chloroisonicotinic acid), CCN(C(C)C)C(C)C (DIPEA), CN(C)C(=[N+](C)C)ON1C2=C(C=CC=C2)N=N1.[B-](F)(F)(F)F (TBTU). The solvent is C1CCOC1 (THF), C(C)(=O)OCC (ethyl acetate). Conditions: time 8 hour. Yields the product ClC1=NC=CC(=C1)C(=O)N1CCC2=CC=CC=C12 ((2-chloropyridin-4-yl)-(2,3-dihydroindol-1-yl)-methanone). RXN SMILES: [NH:1]1[C:9]2[C:4](=[CH:5][CH:6]=[CH:7][CH:8]=2)[CH2:3][CH2:2]1.[Cl:10][C:11]1[CH:12]=[C:13]([CH:17]=[CH:18][N:19]=1)[C:14](O)=[O:15].CCN(C(C)C)C(C)C.CN(C(ON1N=NC2C=CC=CC1=2)=[N+](C)C)C.[B-](F)(F)(F)F>C1COCC1.C(OCC)(=O)C>[Cl:10][C:11]1[CH:12]=[C:13]([C:14]([N:1]2[C:9]3[C:4](=[CH:5][CH:6]=[CH:7][CH:8]=3)[CH2:3][CH2:2]2)=[O:15])[CH:17]=[CH:18][N:19]=1 |f:3.4|. Procedure details: 400 μL (3.53 mmol) 2,3-dihydro-1H-indole were added to 500 mg (3.17 mmol) 2-chloroisonicotinic acid, 600 μL (3.49 mmol) DIPEA and 1.10 g (3.43 mmol) TBTU in 20 mL THF. The reaction mixture was stirred overnight, diluted with ethyl acetate and washed with 15% potassium carbonate solution (1×), water (1×) and 1M hydrochloric acid (1×). The organic phase was dried on magnesium sulphate, filtered and evaporated down i. vac. The residue was triturated with diisopropylether and suction filtered. The s... The reactants are C(C1=CC=CC=C1)O[C@H]1C(O)(O[C@@H]([C@H]([C@@H]1OCC1=CC=CC=C1)OCC1=CC=CC=C1)COCC1=CC=CC=C1)C1=CC2=C(S1)C(=CC=C2)CC2=CC=C(C=C2)C (2,3,4,6-tetra-O-benzyl-1-[7-(4-methylbenzyl)benzo[b]thiophen-2-yl]-D-glucopyranose), C(C)[SiH](CC)CC (triethylsilane), C([O-])([O-])=O.[K+].[K+] (potassium carbonate). The solvent is C(C)#N (acetonitrile). Run at time 1 hour. Product: C(C1=CC=CC=C1)O[C@H]1[C@@H](O[C@@H]([C@H]([C@@H]1OCC1=CC=CC=C1)OCC1=CC=CC=C1)COCC1=CC=CC=C1)C1=CC2=C(S1)C(=CC=C2)CC2=CC=C(C=C2)C (2-(2,3,4,6-Tetra-O-benzyl-β-D-glucopyranosyl)-7-(4-methylbenzyl)benzo[b]thiophene). Yield: 80.8%. Reaction SMILES: [CH2:1]([O:8][C@@H:9]1[C@@H:15]([O:16][CH2:17][C:18]2[CH:23]=[CH:22][CH:21]=[CH:20][CH:19]=2)[C@H:14]([O:24][CH2:25][C:26]2[CH:31]=[CH:30][CH:29]=[CH:28][CH:27]=2)[C@@H:13]([CH2:32][O:33][CH2:34][C:35]2[CH:40]=[CH:39][CH:38]=[CH:37][CH:36]=2)[O:12][C:10]1([C:41]1[S:45][C:44]2[C:46]([CH2:50][C:51]3[CH:56]=[CH:55][C:54]([CH3:57])=[CH:53][CH:52]=3)=[CH:47][CH:48]=[CH:49][C:43]=2[CH:42]=1)O)[C:2]1[CH:7]=[CH:6][CH:5]=[CH:4][CH:3]=1.C([SiH](CC)CC)C.C(=O)([O-])[O-].[K+].[K+]>C(#N)C>[CH2:1]([O:8][C@@H:9]1[C@@H:15]([O:16][CH2:17][C:18]2[CH:19]=[CH:20][CH:21]=[CH:22][CH:23]=2)[C@H:14]([O:24][CH2:25][C:26]2[CH:31]=[CH:30][CH:29]=[CH:28][CH:27]=2)[C@@H:13]([CH2:32][O:33][CH2:34][C:35]2[CH:40]=[CH:39][CH:38]=[CH:37][CH:36]=2)[O:12][C@H:10]1[C:41]1[S:45][C:44]2[C:46]([CH2:50][C:51]3[CH:52]=[CH:53][C:54]([CH3:57])=[CH:55][CH:56]=3)=[CH:47][CH:48]=[CH:49][C:43]=2[CH:42]=1)[C:2]1[CH:7]=[CH:6][CH:5]=[CH:4][CH:3]=1 |f:2.3.4|. Reported procedure: To a solution of 2,3,4,6-tetra-O-benzyl-1-[7-(4-methylbenzyl)benzo[b]thiophen-2-yl]-D-glucopyranose (1.2 g) and triethylsilane (0.49 mL), in acetonitrile (15 μL) was added boron trifluoride diethyl ether complex (2.0 mL) at −20° C., and the mixture was stirred for 1 hour. A saturated potassium carbonate aqueous solution was added to the mixture, and the mixture was extracted with diethyl ether. The organic layer washed with water and brine and dried over anhydrous magnesium sulfate. The solvent ... The reactants are COC(CC1=CC=C(C=C1)O)=O (4-hydroxybenzeneacetic acid methyl ester), ICCCCCCCCCC (1-iododecane). Product: COC(CC1=CC=C(C=C1)OCCCCCCCCCC)=O (4-decyloxybenzeneacetic acid methyl ester). As a reaction SMILES: [CH3:1][O:2][C:3](=[O:12])[CH2:4][C:5]1[CH:10]=[CH:9][C:8]([OH:11])=[CH:7][CH:6]=1.I[CH2:14][CH2:15][CH2:16][CH2:17][CH2:18][CH2:19][CH2:20][CH2:21][CH2:22][CH3:23]>>[CH3:1][O:2][C:3](=[O:12])[CH2:4][C:5]1[CH:10]=[CH:9][C:8]([O:11][CH2:14][CH2:15][CH2:16][CH2:17][CH2:18][CH2:19][CH2:20][CH2:21][CH2:22][CH3:23])=[CH:7][CH:6]=1. Procedure details: First, a dibenzyl ketone having the alkoxy (OC10H21) groups is prepared to produce the polyphenylene (a). Specifically, 4-hydroxybenzeneacetic acid methyl ester is reacted with 1-iododecane to obtain 4-decyloxybenzeneacetic acid methyl ester as shown in the following reaction formula (32).